From a dataset of the Open Reaction Database (ORD), a public repository of structured organic reaction records. describe an organic reaction: reactants, conditions, products, and yield The reactants are CCOC(=O)COc1ccc(NC(=O)OC(C)(C)C)cc1C, CI, [H-], [K+], [Na+], CN(C)C=O, O=S(=O)([O-])O. Product: CCOC(=O)COc1ccc(N(C)C(=O)OC(C)(C)C)cc1C. As a reaction SMILES: [CH2:1]([CH3:2])[O:3][C:4]([CH2:5][O:6][c:7]1[c:8]([CH3:21])[cH:9][c:10]([NH:13][C:14](=[O:15])[O:16][C:17]([CH3:18])([CH3:19])[CH3:20])[cH:11][cH:12]1)=[O:22].[CH3:25][I:26].[H-:24].[K+:32].[Na+:23].[O:33]=[CH:34][N:35]([CH3:36])[CH3:37].[S:27](=[O:28])(=[O:29])([OH:30])[O-:31]>>[CH2:1]([CH3:2])[O:3][C:4]([CH2:5][O:6][c:7]1[c:8]([CH3:21])[cH:9][c:10]([N:13]([C:14](=[O:15])[O:16][C:17]([CH3:18])([CH3:19])[CH3:20])[CH3:25])[cH:11][cH:12]1)=[O:22]. Reactants: C(=O)NNC1=CC=C(C=C1)N (1-Formyl-2-(4-aminophenyl)hydrazine), C([O-])([O-])=O.[Na+].[Na+] (Sodium carbonate), C([O-])([O-])=O.[Na+].[Na+] (sodium carbonate), C(=O)(O)CSC(SCC(=O)O)=S (Bis(carboxymethyl)trithiocarbonate). Run in O (water). Conditions: temperature 95 celsius, time 5 minute. Product: C(=O)NNC1=CC=C(C=C1)NC(=S)NC1=CC=C(C=C1)NNC=O (1,3-Bis[4-(2-formylhydrazino)phenyl]thiourea). Reaction SMILES: [C:1](=[O:4])([O-])[O-].[Na+].[Na+].C(CS[C:12](=[S:18])SCC(O)=O)(O)=O.[CH:19]([NH:21][NH:22][C:23]1[CH:28]=[CH:27][C:26]([NH2:29])=[CH:25][CH:24]=1)=[O:20]>O>[CH:19]([NH:21][NH:22][C:23]1[CH:28]=[CH:27][C:26]([NH:29][C:12]([NH:29][C:26]2[CH:27]=[CH:28][C:23]([NH:22][NH:21][CH:1]=[O:4])=[CH:24][CH:25]=2)=[S:18])=[CH:25][CH:24]=1)=[O:20] |f:0.1.2|. Reported procedure: Sodium carbonate (2.1 g, 0.02 mole) was dissolved in water (100 ml). Bis(carboxymethyl)trithiocarbonate (4.5 g, 0.02 mole) was added portionwise with vigorous stirring. The pH of the reaction mixture was adjusted to 9.5 by the addition of sodium carbonate. The mixture was then heated to approximately 95° C. 1-Formyl-2-(4-aminophenyl)hydrazine (6.5 g, 0.043 mole) was added in one portion to the reaction mixture. Stirring was continued for five minutes. The reaction mixture was chilled, the solid ...